From a dataset of the Open Reaction Database (ORD), a public repository of structured organic reaction records. describe an organic reaction: reactants, conditions, products, and yield The reactants are CC1CN(C(=O)OC(C)(C)C)CC2Cc3ccc(Br)nc3N12, [Li]C(C)(C)C, CC(C)(C)[Si](C)(C)OCC=O, Cc1ccccc1, CCCCC. Yields the product CC1CN(C(=O)OC(C)(C)C)CC2Cc3ccc(C(O)CO[Si](C)(C)C(C)(C)C)nc3N12. Reaction SMILES: [C:1]([CH3:2])([CH3:3])([CH3:4])[O:5][C:6](=[O:7])[N:8]1[CH2:9][CH:10]2[CH2:11][c:12]3[cH:13][cH:14][c:15]([Br:22])[n:16][c:17]3[N:18]2[CH:19]([CH3:21])[CH2:20]1.[C:23]([Li:24])([CH3:25])([CH3:26])[CH3:27].[C:28]([CH3:29])([CH3:30])([CH3:31])[Si:32]([O:33][CH2:34][CH:35]=[O:36])([CH3:37])[CH3:38].[CH3:39][c:40]1[cH:41][cH:42][cH:43][cH:44][cH:45]1.[CH3:46][CH2:47][CH2:48][CH2:49][CH3:50]>>[C:1]([CH3:2])([CH3:3])([CH3:4])[O:5][C:6](=[O:7])[N:8]1[CH2:9][CH:10]2[CH2:11][c:12]3[cH:13][cH:14][c:15]([CH:35]([CH2:34][O:33][Si:32]([C:28]([CH3:29])([CH3:30])[CH3:31])([CH3:37])[CH3:38])[OH:36])[n:16][c:17]3[N:18]2[CH:19]([CH3:21])[CH2:20]1. Reactants: BrC=1C=CC(=C(C1)N1C(C=CC2=CC(=CC=C12)S(=O)(=O)OC1=C(C(=C(C(=C1F)F)F)F)F)=O)OC (Perfluorophenyl 1-(5-bromo-2-methoxyphenyl)-2-oxo-1,2-dihydroquinoline-6-sulfonate), ClC=1C=C(C=C(C1)F)B(O)O ((3-chloro-5-fluorophenyl)boronic acid), C([O-])([O-])=O.[K+].[K+] (potassium carbonate). Reagents/catalysts: C=1C=CC(=CC1)[P](C=2C=CC=CC2)(C=3C=CC=CC3)[Pd]([P](C=4C=CC=CC4)(C=5C=CC=CC5)C=6C=CC=CC6)([P](C=7C=CC=CC7)(C=8C=CC=CC8)C=9C=CC=CC9)[P](C=1C=CC=CC1)(C=1C=CC=CC1)C=1C=CC=CC1 (Pd(PPh3)4). Solvent: O (water), O1CCOCC1 (1,4-dioxane), C(Cl)Cl (DCM). Reaction conditions: temperature 90 celsius. Yields the product ClC=1C=C(C=C(C1)F)C1=CC(=C(C=C1)OC)N1C(C=CC2=CC(=CC=C12)S(=O)(=O)OC1=C(C(=C(C(=C1F)F)F)F)F)=O (perfluorophenyl 1-(3′-chloro-5′-fluoro-4-methoxy-[1,1′-biphenyl]-3-yl)-2-oxo-1,2-dihydroquinoline-6-sulfonate). Isolated yield 38.1%. RXN SMILES: Br[C:2]1[CH:3]=[CH:4][C:5]([O:34][CH3:35])=[C:6]([N:8]2[C:17]3[C:12](=[CH:13][C:14]([S:18]([O:21][C:22]4[C:27]([F:28])=[C:26]([F:29])[C:25]([F:30])=[C:24]([F:31])[C:23]=4[F:32])(=[O:20])=[O:19])=[CH:15][CH:16]=3)[CH:11]=[CH:10][C:9]2=[O:33])[CH:7]=1.[Cl:36][C:37]1[CH:38]=[C:39](B(O)O)[CH:40]=[C:41]([F:43])[CH:42]=1.C(=O)([O-])[O-].[K+].[K+]>O1CCOCC1.O.C(Cl)Cl.C1C=CC([P]([Pd]([P](C2C=CC=CC=2)(C2C=CC=CC=2)C2C=CC=CC=2)([P](C2C=CC=CC=2)(C2C=CC=CC=2)C2C=CC=CC=2)[P](C2C=CC=CC=2)(C2C=CC=CC=2)C2C=CC=CC=2)(C2C=CC=CC=2)C2C=CC=CC=2)=CC=1>[Cl:36][C:37]1[CH:38]=[C:39]([C:2]2[CH:3]=[CH:4][C:5]([O:34][CH3:35])=[C:6]([N:8]3[C:17]4[C:12](=[CH:13][C:14]([S:18]([O:21][C:22]5[C:23]([F:32])=[C:24]([F:31])[C:25]([F:30])=[C:26]([F:29])[C:27]=5[F:28])(=[O:19])=[O:20])=[CH:15][CH:16]=4)[CH:11]=[CH:10][C:9]3=[O:33])[CH:7]=2)[CH:40]=[C:41]([F:43])[CH:42]=1 |f:2.3.4,^1:66,68,87,106|. Reported procedure: Perfluorophenyl 1-(5-bromo-2-methoxyphenyl)-2-oxo-1,2-dihydroquinoline-6-sulfonate (15.00 g, 26.0 mmol), (3-chloro-5-fluorophenyl)boronic acid (4.99 g, 28.6 mmol), potassium carbonate (10.79 g, 78 mmol), and Pd(PPh3)4 (3.01 g, 2.60 mmol) were combined in 1,4-dioxane (98 ml) and water (32.5 ml). The reaction was heated to 90° C. for 2.5 h. After cooling to room temperature, the reaction was diluted with DCM and washed with water. The organics were dried via phase separator and concentrated in vac... Yields the product FC(OC=1C=C2C=C(NC2=CC1)C1=CC=CC=C1)F (5-Difluoromethoxy-2-phenylindole). Starting materials: BrC(=CC1=C(N)C=CC(=C1)OC(F)F)Br (2-(2,2-dibromovinyl)-4-difluoromethoxyaniline), C1(=CC=CC=C1)B(O)O (phenylboronic acid), O.P(=O)([O-])([O-])[O-].[K+].[K+].[K+] (potassium phosphate monohydrate), C1(=CC=CC=C1)C (toluene). RXN SMILES: Br[C:2](Br)=[CH:3][C:4]1[CH:10]=[C:9]([O:11][CH:12]([F:14])[F:13])[CH:8]=[CH:7][C:5]=1[NH2:6].[C:16]1(B(O)O)[CH:21]=[CH:20][CH:19]=[CH:18][CH:17]=1.O.P([O-])([O-])([O-])=O.[K+].[K+].[K+].C1(C)C=CC=CC=1>C(OCC)(=O)C.C([O-])(=O)C.[Pd+2].C([O-])(=O)C.C1(P(C2CCCCC2)C2C=CC=CC=2C2C(OC)=CC=CC=2OC)CCCCC1>[F:13][CH:12]([F:14])[O:11][C:9]1[CH:10]=[C:4]2[C:5](=[CH:7][CH:8]=1)[NH:6][C:2]([C:16]1[CH:21]=[CH:20][CH:19]=[CH:18][CH:17]=1)=[CH:3]2 |f:2.3.4.5.6,9.10.11|. Isolated yield 72.7%. The reagents and catalysts are C(C)(=O)[O-].[Pd+2].C(C)(=O)[O-] (palladium (II) acetate), C1(CCCCC1)P(C1=C(C=CC=C1)C1=C(C=CC=C1OC)OC)C1CCCCC1 (2-dicyclohexylphosphino-2′,6′-dimethoxybiphenyl). Solvent: C(C)(=O)OCC (ethyl acetate). Reported procedure: To a mixture of 2-(2,2-dibromovinyl)-4-difluoromethoxyaniline (166 mg), phenylboronic acid (88.5 mg) and potassium phosphate monohydrate (557 mg) was added a mixture of 2-dicyclohexylphosphino-2′,6′-dimethoxybiphenyl (11.9 mg), palladium (II) acetate (3.3 mg) and toluene (2.4 mL) at room temperature, and the mixture was stirred at 100° C. for 3 hours. The reaction mixture was cooled to room temperature, diluted with ethyl acetate and then filtered through celite (registered trademark). The filtr... Reaction conditions: temperature 100 celsius, time 3 hour.